The task is: describe an organic reaction: reactants, conditions, products, and yield. This data is from the Open Reaction Database (ORD), a public repository of structured organic reaction records. The reactants are C(C)OC(=O)C1N(C(C1)=O)CC1=C(C=C(C=C1)OC)OC (ethyl-[1-(2,4-dimethoxy-benzyl)-4-oxo-2-azetidine-carboxylate]), [OH-].[Na+] (sodium hydroxide), O (water). The solvent is C(C)O (ethanol). Run at time 2 hour. The product is COC1=C(CN2C(CC2=O)C(=O)O)C=CC(=C1)OC (1-(2,4-dimethoxy-benzyl)-4-oxo-2-azetidine-carboxylic acid). The yield is 75.4%. As a reaction SMILES: C([O:3][C:4]([CH:6]1[CH2:9][C:8](=[O:10])[N:7]1[CH2:11][C:12]1[CH:17]=[CH:16][C:15]([O:18][CH3:19])=[CH:14][C:13]=1[O:20][CH3:21])=[O:5])C.[OH-].[Na+].O>C(O)C>[CH3:21][O:20][C:13]1[CH:14]=[C:15]([O:18][CH3:19])[CH:16]=[CH:17][C:12]=1[CH2:11][N:7]1[C:8](=[O:10])[CH2:9][CH:6]1[C:4]([OH:5])=[O:3] |f:1.2|. Reported procedure: To a solution of 5.80 g (0.020 mole) of ethyl-[1-(2,4-dimethoxy-benzyl)-4-oxo-2-azetidine-carboxylate] in 25 ml of ethanol a solution of 0.88 g (0.022 mole) of sodium hydroxide and 60 ml of water is added. The reaction solution is stirred for 2 hours and extracted three times with 20 ml of ether each. The aqueous layer is acidified to pH 2 with concentrated aqueous hydrochloric acid and extracted three times with 20 ml of dichloromethane each. The united organic solutions are dried over anhydrou... The reactants are CC(C)(C)OC(=O)c1cc(O)c2c(c1)OC(C)(CO)C2, COC(=O)c1cc(Oc2ccc(S(C)(=O)=O)cc2)cc2c1CC(C)O2, CS(=O)(=O)c1ccc(F)cc1. Product: CC(C)(C)OC(=O)c1cc(Oc2ccc(S(C)(=O)=O)cc2)c2c(c1)OC(C)(CO)C2. As a reaction SMILES: [C:26]([CH3:27])([CH3:28])([CH3:29])[O:30][C:31](=[O:32])[c:33]1[cH:34][c:35]2[c:36]([c:43]([OH:45])[cH:44]1)[CH2:37][C:38]([CH3:40])([CH2:41][OH:42])[O:39]2.[CH3:1][O:2][C:3]([c:4]1[cH:5][c:6]([O:7][c:16]2[cH:17][cH:18][c:19]([S:22](=[O:23])(=[O:24])[CH3:25])[cH:20][cH:21]2)[cH:8][c:9]2[c:14]1[CH2:13][CH:11]([CH3:12])[O:10]2)=[O:15].[CH3:46][S:47]([c:48]1[cH:49][cH:50][c:51]([F:52])[cH:53][cH:54]1)(=[O:55])=[O:56]>>[c:16]1([O:45][c:43]2[c:36]3[c:35]([cH:34][c:33]([C:31]([O:30][C:26]([CH3:27])([CH3:28])[CH3:29])=[O:32])[cH:44]2)[O:39][C:38]([CH3:40])([CH2:41][OH:42])[CH2:37]3)[cH:17][cH:18][c:19]([S:22](=[O:23])(=[O:24])[CH3:25])[cH:20][cH:21]1. The reactants are ClC1=C2C3=CC(CCC3(CC2=CC(=C1Cl)O)CC)=O (5,6-Dichloro-9a-ethyl-7-hydroxy-1,2,9,9a-tetrahydro-3H-fluoren-3-one), C([O-])([O-])=O.[K+].[K+] (potassium carbonate), CN(C=O)C (dimethylformamide), ICC(=O)O (iodoacetic acid). Run in O (water). Conditions: temperature 50 celsius. The product is ClC1=C2C3=CC(CCC3(CC2=CC(=C1Cl)OCC(=O)O)CC)=O ([(5,6-dichloro-9a-ethyl-3-oxo-1,2,9,9a-tetrahydro-3H-fluoren-7-yl)oxy]acetic acid). RXN SMILES: [Cl:1][C:2]1[C:14]([Cl:15])=[C:13]([OH:16])[CH:12]=[C:11]2[C:3]=1[C:4]1[C:9]([CH2:17][CH3:18])([CH2:10]2)[CH2:8][CH2:7][C:6](=[O:19])[CH:5]=1.C(=O)([O-])[O-].[K+].[K+].CN(C)C=O.I[CH2:32][C:33]([OH:35])=[O:34]>O>[Cl:1][C:2]1[C:14]([Cl:15])=[C:13]([O:16][CH2:32][C:33]([OH:35])=[O:34])[CH:12]=[C:11]2[C:3]=1[C:4]1[C:9]([CH2:17][CH3:18])([CH2:10]2)[CH2:8][CH2:7][C:6](=[O:19])[CH:5]=1 |f:1.2.3|. Procedure: 5,6-Dichloro-9a-ethyl-7-hydroxy-1,2,9,9a-tetrahydro-3H-fluoren-3-one, (Example 1, Step C) (15 gm., 0.048 mole), potassium carbonate (13.3 gm., 0.096 mole), dimethylformamide (100 ml.) and iodoacetic acid (10.6 gm., 0.057 mole) is stirred at room temperature for 24 hours. The reaction mixture is poured into water (150 ml.), stirred, warmed to 50° C., filtered and the filtrate acidified with 6 N hydrochloric acid to obtain [(5,6-dichloro-9a-ethyl-3-oxo-1,2,9,9a-tetrahydro-3H-fluoren-7-yl)oxy]aceti... Starting materials: O1CCCC1 (tetrahydrofuran), FC=1C=C(C=CC1OC(F)(F)F)C1CCC(CC1)=O (4-(3-fluoro-4-trifluoromethoxyphenyl)cyclohexanone), [Br-].O1C(OCCC1)CC[P+](C1=CC=CC=C1)(C1=CC=CC=C1)C1=CC=CC=C1 (2-(1,3-dioxan-2-yl)ethyltriphenylphosphonium bromide), O1CCCC1 (tetrahydrofuran), CC(C)([O-])C.[K+] (potassium t-butoxide). Run in CCOCC (ether). Run at time 1 hour. The product is O1C(OCCC1)CC=C1CCC(CC1)C1=CC(=C(C=C1)OC(F)(F)F)F (1-(2-(1,3-dioxan-2-yl)ethylidene)-4-(3-fluoro-4-trifluoromethoxyphenyl)cyclohexane). As a reaction SMILES: [Br-].[O:2]1[CH2:7][CH2:6][CH2:5][O:4][CH:3]1[CH2:8][CH2:9][P+](C1C=CC=CC=1)(C1C=CC=CC=1)C1C=CC=CC=1.O1CCCC1.CC(C)([O-])C.[K+].[F:40][C:41]1[CH:42]=[C:43]([CH:52]2[CH2:57][CH2:56][C:55](=O)[CH2:54][CH2:53]2)[CH:44]=[CH:45][C:46]=1[O:47][C:48]([F:51])([F:50])[F:49]>CCOCC>[O:4]1[CH2:5][CH2:6][CH2:7][O:2][CH:3]1[CH2:8][CH:9]=[C:55]1[CH2:54][CH2:53][CH:52]([C:43]2[CH:44]=[CH:45][C:46]([O:47][C:48]([F:49])([F:51])[F:50])=[C:41]([F:40])[CH:42]=2)[CH2:57][CH2:56]1 |f:0.1,3.4|. Procedure: Into a three-necked flask equipped with a dropping funnel, a three-way cock and a thermometer was placed 2-(1,3-dioxan-2-yl)ethyltriphenylphosphonium bromide (9.1 g, 20 mmols), followed by adding tetrahydrofuran (100 ml), suspending, stirring under ice cooling till the liquid temperature reached 10° C. The resulting reaction mixture was added potassium t-butoxide (2.2 g, 20 mmols) followed by elevating the temperature up to room temperature under ice cooling for one hour, stirring for one hour, ... The reactants are OC1CC2=CC=C(C=C2C1)C(C)=O (1-(2-hydroxy-indan-5-yl)-ethanone), C(C)(C)(C)[Si](OC1OC(C(C(C1OC)OC)OC)C)(C)C (tert-butyl-dimethyl-(3,4,5-trimethoxy-6-methyl-tetrahydro-pyran-2-yloxy)-silane), O(S(=O)(=O)C(F)(F)F)[Si](C)(C)C (trimethylsilyl triflate). Solvent: C(Cl)Cl (CH2Cl2), C(Cl)Cl (CH2Cl2). Yield: 85.9%. Procedure details: To a solution at 0-5° C. of 1-(2-hydroxy-indan-5-yl)-ethanone (Compound E-25; 440 mg, 2.50 mmol) and 92% w/w of tert-butyl-dimethyl-(3,4,5-trimethoxy-6-methyl-tetrahydro-pyran-2-yloxy)-silane (Compound E-23; 1.00 g, 2.87 mmol) in CH2Cl2 (6 mL) was added via syringe trimethylsilyl triflate (0.12 mL, 146 mg, 0.66 mmol). The contents were allowed to gradually warm to room temperature and were stirred overnight. The solution was diluted with CH2Cl2 and was washed once with saturated sodium bicarbona... The product is CO[C@H]1[C@@H](O[C@H]([C@@H]([C@H]1OC)OC)C)OC1CC2=CC=C(C=C2C1)C(C)=O (1-[2-((2R,3R,4R,5S,6S)-3,4,5-trimethoxy-6-methyl-tetrahydropyran-2-yloxy)-indan-5-yl]-ethanone). As a reaction SMILES: [OH:1][CH:2]1[CH2:10][C:9]2[C:4](=[CH:5][CH:6]=[C:7]([C:11](=[O:13])[CH3:12])[CH:8]=2)[CH2:3]1.C([Si](C)(C)O[CH:20]1[CH:25]([O:26][CH3:27])[CH:24]([O:28][CH3:29])[CH:23]([O:30][CH3:31])[CH:22]([CH3:32])[O:21]1)(C)(C)C.O([Si](C)(C)C)S(C(F)(F)F)(=O)=O>C(Cl)Cl>[CH3:27][O:26][C@@H:25]1[C@H:24]([O:28][CH3:29])[C@@H:23]([O:30][CH3:31])[C@H:22]([CH3:32])[O:21][C@H:20]1[O:1][CH:2]1[CH2:10][C:9]2[C:4](=[CH:5][CH:6]=[C:7]([C:11](=[O:13])[CH3:12])[CH:8]=2)[CH2:3]1. Run at time 8 hour. Starting materials: O=C(n1ccnc1)n1ccnc1, CC(C)(C)OC(=O)NN, C1CCOC1, CC(=O)Nc1nc(CCc2ccc(CS)s2)cs1. The product is CC(=O)Nc1nc(CCc2ccc(CSC(=O)NNC(=O)OC(C)(C)C)s2)cs1. RXN SMILES: [C:1](=[O:2])([n:3]1[cH:4][cH:5][n:6][cH:7]1)[n:8]1[cH:9][cH:10][n:11][cH:12]1.[C:31]([NH:32][NH2:33])(=[O:34])[O:35][C:36]([CH3:37])([CH3:38])[CH3:39].[O:40]1[CH2:41][CH2:42][CH2:43][CH2:44]1.[SH:13][CH2:14][c:15]1[cH:16][cH:17][c:18]([CH2:20][CH2:21][c:22]2[n:23][c:24]([NH:27][C:28]([CH3:29])=[O:30])[s:25][cH:26]2)[s:19]1>>[C:1](=[O:2])([S:13][CH2:14][c:15]1[cH:16][cH:17][c:18]([CH2:20][CH2:21][c:22]2[n:23][c:24]([NH:27][C:28]([CH3:29])=[O:30])[s:25][cH:26]2)[s:19]1)[NH:33][NH:32][C:31](=[O:34])[O:35][C:36]([CH3:37])([CH3:38])[CH3:39].